From a dataset of the Open Reaction Database (ORD), a public repository of structured organic reaction records. describe an organic reaction: reactants, conditions, products, and yield Procedure: Sodium hydride (60%, 200 mg, 5.0 mmol) was added to a solution of 4-([1,2,4]triazol-4-ylamino)-benzonitrile (926 mg, 5.0 mmol) in DMF (20 mL) at r.t. The mixture was stirred for 1 hour at this temperature and 1-benzyloxy-4-bromomethyl-2-chloro-benzene (CAB02128, 1.56 g, 5.0 mmol) was added. The reaction mixture was stirred overnight and ethyl acetate (75 mL) was added. The mixture was transferred into a separation funnel and washed with water (two times 100 mL) and brine (20 mL). The organic lay... The product is C(C1=CC=CC=C1)OC1=C(C=C(CN(C2=CC=C(C#N)C=C2)N2C=NN=C2)C=C1)Cl (4-[(4-Benzyloxy-3-chloro-benzyl)-[1,2,4]triazol-4-yl-amino]-benzonitrile). Solvent: CN(C)C=O (DMF). Run at time 8 hour. RXN SMILES: [H-].[Na+].[N:3]1[N:4]=[CH:5][N:6]([NH:8][C:9]2[CH:16]=[CH:15][C:12]([C:13]#[N:14])=[CH:11][CH:10]=2)[CH:7]=1.[CH2:17]([O:24][C:25]1[CH:30]=[CH:29][C:28]([CH2:31]Br)=[CH:27][C:26]=1[Cl:33])[C:18]1[CH:23]=[CH:22][CH:21]=[CH:20][CH:19]=1.C(OCC)(=O)C>CN(C=O)C>[CH2:17]([O:24][C:25]1[CH:30]=[CH:29][C:28]([CH2:31][N:8]([N:6]2[CH:5]=[N:4][N:3]=[CH:7]2)[C:9]2[CH:10]=[CH:11][C:12]([C:13]#[N:14])=[CH:15][CH:16]=2)=[CH:27][C:26]=1[Cl:33])[C:18]1[CH:19]=[CH:20][CH:21]=[CH:22][CH:23]=1 |f:0.1|. The reactants are C(C)(=O)OCC (ethyl acetate), [H-].[Na+] (Sodium hydride), N=1N=CN(C1)NC1=CC=C(C#N)C=C1 (4-([1,2,4]triazol-4-ylamino)-benzonitrile), C(C1=CC=CC=C1)OC1=C(C=C(C=C1)CBr)Cl (1-benzyloxy-4-bromomethyl-2-chloro-benzene). Reactants: CO, O=[N+]([O-])c1cccc(Cl)c1-c1nc(-c2ccncc2)c(-c2ccc(Cl)cc2)[nH]1. Yields the product Nc1cccc(Cl)c1-c1nc(-c2ccncc2)c(-c2ccc(Cl)cc2)[nH]1. As a reaction SMILES: [CH3:29][OH:30].[Cl:1][c:2]1[cH:3][cH:4][c:5](-[c:8]2[c:9](-[c:23]3[cH:24][cH:25][n:26][cH:27][cH:28]3)[n:10][c:11](-[c:13]3[c:14]([Cl:22])[cH:15][cH:16][cH:17][c:18]3[N+:19]([O-:20])=[O:21])[nH:12]2)[cH:6][cH:7]1>>[Cl:1][c:2]1[cH:3][cH:4][c:5](-[c:8]2[c:9](-[c:23]3[cH:24][cH:25][n:26][cH:27][cH:28]3)[n:10][c:11](-[c:13]3[c:14]([Cl:22])[cH:15][cH:16][cH:17][c:18]3[NH2:19])[nH:12]2)[cH:6][cH:7]1. The reactants are BrC1=CC(=C(S1)C(N)=O)NC(=O)[C@H]1N(CC(C1)N1CCCCC1)C(=O)OC(C)(C)C (tert-butyl (2S)-2-[(5-bromo-2-carbamoylthiophen-3-yl)carbamoyl]-4-piperidin-1-ylpyrrolidine-1-carboxylate), [OH-].[Na+] (sodium hydroxide), Cl (hydrochloric acid). Run in C(C)O (ethanol). Run at temperature 70 celsius, time 2 hour. Product: BrC1=CC=2N=C(NC(C2S1)=O)[C@H]1N(CC(C1)N1CCCCC1)C(=O)OC(C)(C)C (tert-butyl (2S)-2-(6-bromo-4-oxo-3,4-dihydrothieno[3,2-d]pyrimidin-2-yl)-4-piperidin-1-ylpyrrolidine-1-carboxylate). RXN SMILES: [Br:1][C:2]1[S:6][C:5]([C:7](=[O:9])[NH2:8])=[C:4]([NH:10][C:11]([C@@H:13]2[CH2:17][CH:16]([N:18]3[CH2:23][CH2:22][CH2:21][CH2:20][CH2:19]3)[CH2:15][N:14]2[C:24]([O:26][C:27]([CH3:30])([CH3:29])[CH3:28])=[O:25])=O)[CH:3]=1.[OH-].[Na+].Cl>C(O)C>[Br:1][C:2]1[S:6][C:5]2[C:7](=[O:9])[NH:8][C:11]([C@@H:13]3[CH2:17][CH:16]([N:18]4[CH2:23][CH2:22][CH2:21][CH2:20][CH2:19]4)[CH2:15][N:14]3[C:24]([O:26][C:27]([CH3:30])([CH3:29])[CH3:28])=[O:25])=[N:10][C:4]=2[CH:3]=1 |f:1.2|. Procedure: In the same manner as in Example 11, step A, tert-butyl (2S)-2-[(5-bromo-2-carbamoylthiophen-3-yl)carbamoyl]-4-piperidin-1-ylpyrrolidine-1-carboxylate was obtained as a pale-brown amorphous solid (132 mg) from 3-amino-5-bromothiophene-2-carboxamide (200 mg) produced in Example 1, step D and 1-(tert-butoxycarbonyl)-4-piperidin-1-yl-L-proline (270 mg) and O-(7-azabenzotriazol-1-yl)-N,N,N′,N′-tetramethyluronium hexafluorophosphate (413 mg) and N-ethyl-N-(1-methylethyl)propan-2-amine (0.316 mL) and ...